From a dataset of the Open Reaction Database (ORD), a public repository of structured organic reaction records. describe an organic reaction: reactants, conditions, products, and yield Starting materials: [N+](=O)([O-])C1=CC=C(CBr)C=C1 (p-nitrobenzyl bromide), O (Water), C(C)(=O)OCC (ethyl acetate), C(O)([O-])=O.[Na+] (sodium hydrogen carbonate), N([C@@H](CC1=CN(C2=CC=CC=C12)C=O)C(=O)O)C(=O)OC(C)(C)C (t-Boc-Trp(CHO)-OH). Run at time 24 hour. Product: N([C@@H](CC1=CN(C2=CC=CC=C12)C=O)C(=O)OCC1=CC=CC=C1)C(=O)OC(C)(C)C (t-Boc-Trp(CHO)-OBzl). Isolated yield 47.7%. Reaction SMILES: C(=O)([O-])O.[Na+].[N+]([C:9]1[CH:16]=[CH:15][C:12]([CH2:13]Br)=[CH:11][CH:10]=1)([O-])=O.O.C(OCC)(=O)C.[NH:24]([C:41]([O:43][C:44]([CH3:47])([CH3:46])[CH3:45])=[O:42])[C@H:25]([C:38]([OH:40])=[O:39])[CH2:26][C:27]1[C:35]2[C:30](=[CH:31][CH:32]=[CH:33][CH:34]=2)[N:29]([CH:36]=[O:37])[CH:28]=1>>[NH:24]([C:41]([O:43][C:44]([CH3:47])([CH3:46])[CH3:45])=[O:42])[C@H:25]([C:38]([O:40][CH2:13][C:12]1[CH:15]=[CH:16][CH:9]=[CH:10][CH:11]=1)=[O:39])[CH2:26][C:27]1[C:35]2[C:30](=[CH:31][CH:32]=[CH:33][CH:34]=2)[N:29]([CH:36]=[O:37])[CH:28]=1 |f:0.1|. Procedure: In 5 mg of DMP was dissolved 0.33 g of t-Boc-Trp(CHO)-OH, 0.17 g of sodium hydrogen carbonate was added. The solution was then stirred. To the mixture was added 1.08 g (5 mmol) of p-nitrobenzyl bromide, and stirring was effected at room temperature for 24 hours. Water and ethyl acetate were added to the reaction solution. The mixture was shaken, and the organic layer was recovered and the solvent was evaporated. The residue was purified with a silica gel column (manufactured by Merck Co., Kiesel... Reactants: O=C([O-])[O-], COc1ccc2oc(=O)[nH]c2c1, ClCCCI, [Cs+], [Cs+]. Product: COc1ccc2oc(=O)n(CCCCl)c2c1. As a reaction SMILES: [C:18](=[O:19])([O-:20])[O-:21].[CH3:1][O:2][c:3]1[cH:4][cH:5][c:6]2[c:7]([nH:8][c:9](=[O:11])[o:10]2)[cH:12]1.[Cl:13][CH2:14][CH2:15][CH2:16][I:17].[Cs+:22].[Cs+:23]>>[CH3:1][O:2][c:3]1[cH:4][cH:5][c:6]2[c:7]([n:8]([CH2:16][CH2:15][CH2:14][Cl:13])[c:9](=[O:11])[o:10]2)[cH:12]1. Starting materials: CS(C)=O, CC(C)CC(C(=O)OC1CCCC1)N(Cc1ccc(-n2c(N)c(C(=O)c3ccc(F)cc3F)ccc2=O)cc1)C(=O)OC(C)(C)C. Product: CC(C)CC(NCc1ccc(-n2c(N)c(C(=O)c3ccc(F)cc3F)ccc2=O)cc1)C(=O)OC1CCCC1. Reaction SMILES: [CH3:47][S:48]([CH3:49])=[O:50].[CH:1]1([O:6][C:7]([CH:8]([CH2:9][CH:10]([CH3:11])[CH3:12])[N:13]([C:14]([O:15][C:16]([CH3:17])([CH3:18])[CH3:19])=[O:20])[CH2:21][c:22]2[cH:23][cH:24][c:25](-[n:28]3[c:29](=[O:45])[cH:30][cH:31][c:32]([C:35]([c:36]4[c:37]([F:43])[cH:38][c:39]([F:42])[cH:40][cH:41]4)=[O:44])[c:33]3[NH2:34])[cH:26][cH:27]2)=[O:46])[CH2:2][CH2:3][CH2:4][CH2:5]1>>[CH:1]1([O:6][C:7]([CH:8]([CH2:9][CH:10]([CH3:11])[CH3:12])[NH:13][CH2:21][c:22]2[cH:23][cH:24][c:25](-[n:28]3[c:29](=[O:45])[cH:30][cH:31][c:32]([C:35]([c:36]4[c:37]([F:43])[cH:38][c:39]([F:42])[cH:40][cH:41]4)=[O:44])[c:33]3[NH2:34])[cH:26][cH:27]2)=[O:46])[CH2:2][CH2:3][CH2:4][CH2:5]1. Starting materials: N1(C(=O)N=C(N)C=C1)CC(=O)OC(C1=CC=CC=C1)=O (Benzoyl cytosin-1-ylacetate), C(C1=CC=CC=C1)(=O)Cl (benzoyl chloride). The solvent is N1=CC=CC=C1 (pyridine). Conditions: time 8 hour. The product is C(C1=CC=CC=C1)(=O)NC1=NC(N(C=C1)CC(=O)O)=O ((N4-(Benzoyl)cytosin-1 yl)acetic Acid). RXN SMILES: [N:1]1([CH2:9][C:10]([O:12]C(=O)C2C=CC=CC=2)=[O:11])[CH:8]=[CH:7][C:5]([NH2:6])=[N:4][C:2]1=[O:3].[C:21](Cl)(=[O:28])[C:22]1[CH:27]=[CH:26][CH:25]=[CH:24][CH:23]=1>N1C=CC=CC=1>[C:21]([NH:6][C:5]1[CH:7]=[CH:8][N:1]([CH2:9][C:10]([OH:12])=[O:11])[C:2](=[O:3])[N:4]=1)(=[O:28])[C:22]1[CH:27]=[CH:26][CH:25]=[CH:24][CH:23]=1. Reported procedure: To a solution of (1) (10 g, 38 mmol) in 10 mL pyridine was added 6.6 g (47 mmol) of benzoyl chloride and stirred overnight at room temperature. The solution was evaporated under reduced pressure. The residue was dissolved in 1 M KOH and stirred for 3 h after which the Ph was adjusted to 2 with conc. HCl. The target compound (2) precipitated out. Yield: 9.3 g (90%). 1H NMR (d6-DMSO): δ 4.59 (s, 2 H, CH2O), 7.31 (d, 1 H, H5), 7.5-8.2 (7 H, aromatic, NH, H6). MS (FAB) m/z 273 (M+H)+ (calcd 273). The reactants are COC=1C=C(C=CC1)CC(CC1=CC=CC=C1)=O (1-(3-methoxyphenyl)-3-phenyl-2-propanone), C(=O)OCC (ethyl formate), Cl.CN (methylamine hydrochloride), COC=1C=C(C=CC1)C1=CN(C=C(C1=O)C1=CC=CC=C1)C (3-(3-methoxyphenyl)-1-methyl-5-phenyl-4(1H)-pyridinone), [H-].[Al+3].[Li+].[H-].[H-].[H-] (lithium aluminum hydride). Product: COC=1C=C(C=CC1)C1CN(CC(C1=O)C1=CC=CC=C1)C (3-(3-methoxyphenyl)-1-methyl-5-phenyl-4-piperidinone). As a reaction SMILES: COC1C=C(CC(=O)CC2C=CC=CC=2)C=CC=1.C(OCC)=O.Cl.CN.[CH3:27][O:28][C:29]1[CH:30]=[C:31]([C:35]2[C:40](=[O:41])[C:39]([C:42]3[CH:47]=[CH:46][CH:45]=[CH:44][CH:43]=3)=[CH:38][N:37]([CH3:48])[CH:36]=2)[CH:32]=[CH:33][CH:34]=1.[H-].[Al+3].[Li+].[H-].[H-].[H-]>>[CH3:27][O:28][C:29]1[CH:30]=[C:31]([CH:35]2[C:40](=[O:41])[CH:39]([C:42]3[CH:47]=[CH:46][CH:45]=[CH:44][CH:43]=3)[CH2:38][N:37]([CH3:48])[CH2:36]2)[CH:32]=[CH:33][CH:34]=1 |f:2.3,5.6.7.8.9.10|. Procedure: A 54 g. portion of 1-(3-methoxyphenyl)-3-phenyl-2-propanone was reacted with ethyl formate and methylamine hydrochloride as described in Examples 1-3 to prepare 10 g. of 3-(3-methoxyphenyl)-1-methyl-5-phenyl-4(1H)-pyridinone, which was reduced with 2 g. of lithium aluminum hydride. The reaction mixture was worked up as in the examples above and chromatographed over a silica gel column. About 1.4 g. of a mixture of the compounds of Examples 24 and 25 was obtained, an oil which was identified by m... Starting materials: CCN(C(C)C)C(C)C (DIPEA), NCC=1C=CC(=C(C1)C1=NN(C(N1)=O)C1=CC=C(C=C1)C(F)(F)F)Cl (3-(5-(aminomethyl)-2-chlorophenyl)-1-(4-(trifluoromethyl)phenyl)-1H-1,2,4-triazol-5(4H)-one), C1(CC1)S(=O)(=O)Cl (cyclopropanesulfonyl chloride). The solvent is C1CCOC1 (THF). The product is ClC1=C(C=C(CNS(=O)(=O)C2CC2)C=C1)C1=NN(C(N1)=O)C1=CC=C(C=C1)C(F)(F)F (N-(4-Chloro-3-(5-oxo-1-(4-(trifluoromethyl)phenyl)-4,5-dihydro-1H-1,2,4-triazol-3-yl)benzyl)cyclopropanesulfonamide), pure product. Reaction SMILES: [NH2:1][CH2:2][C:3]1[CH:4]=[CH:5][C:6]([Cl:25])=[C:7]([C:9]2[NH:13][C:12](=[O:14])[N:11]([C:15]3[CH:20]=[CH:19][C:18]([C:21]([F:24])([F:23])[F:22])=[CH:17][CH:16]=3)[N:10]=2)[CH:8]=1.[CH:26]1([S:29](Cl)(=[O:31])=[O:30])[CH2:28][CH2:27]1.CCN(C(C)C)C(C)C>C1COCC1>[Cl:25][C:6]1[CH:5]=[CH:4][C:3]([CH2:2][NH:1][S:29]([CH:26]2[CH2:28][CH2:27]2)(=[O:31])=[O:30])=[CH:8][C:7]=1[C:9]1[NH:13][C:12](=[O:14])[N:11]([C:15]2[CH:16]=[CH:17][C:18]([C:21]([F:24])([F:23])[F:22])=[CH:19][CH:20]=2)[N:10]=1. Procedure details: The title compound was prepared according to the procedure described in Example-100 by using 3-(5-(aminomethyl)-2-chlorophenyl)-1-(4-(trifluoromethyl)phenyl)-1H-1,2,4-triazol-5(4H)-one (Intermediate-63, 0.070 g, 0.189 mmol), cyclopropanesulfonyl chloride (0.2 mL), DIPEA (3 mL), and dry THF (5 mL) to afford 0.029 g of pure product. 1H NMR (400 MHz, DMSO d6): δ 0.86-0.92 (m, 4H), 1.14-1.24 (m, 1H), 4.26-4.28 (d, J=6.4 Hz, 2H), 7.57-7.60 (d, J=8.4 Hz, 1H), 7.63-7.68 (d, J=8.4 Hz, 1H), 7.58-7.81 (m,... Reactants: C(C)OC(=O)C=1C=2N(N=C(C1)Cl)C=CN2 (6-chloro-imidazo[1,2-b]pyridazine-8-carboxylic acid ethyl ester), O.NN (hydrazine hydrate). Solvent: C(C)O (ethanol). Run at time 15 minute. The product is ClC=1C=C(C=2N(N1)C=CN2)C(=O)NN (6-chloro-imidazo[1,2-b]pyridazine-8-carboxylic acid hydrazide). Yield: 57.0%. RXN SMILES: C([O:3][C:4]([C:6]1[C:7]2[N:8]([CH:13]=[CH:14][N:15]=2)[N:9]=[C:10]([Cl:12])[CH:11]=1)=O)C.O.[NH2:17][NH2:18]>C(O)C>[Cl:12][C:10]1[CH:11]=[C:6]([C:4]([NH:17][NH2:18])=[O:3])[C:7]2[N:8]([CH:13]=[CH:14][N:15]=2)[N:9]=1 |f:1.2|. Procedure: To a solution of crude 6-chloro-imidazo[1,2-b]pyridazine-8-carboxylic acid ethyl ester (5.00 g, “22 mmol”) in 40 mL of ethanol at 0-5° C. was added 10 mL of hydrazine hydrate. Yellow solid immediately precipitated. After 15 min. at 0-5° C., the solid was isolated by Buchner filtration, rinsing well with ice-cold ethanol (250 mL total) and dried by sucking air through then in vacuo. A small amount of additional solid precipated from the filtrate and was isolated and dried similarly to the first c...